Dataset: the Open Reaction Database (ORD), a public repository of structured organic reaction records. Task: describe an organic reaction: reactants, conditions, products, and yield Run in C(C)(=O)O (acetic acid). Run at time 2 hour. Procedure details: A mixture of 17 g of isonicotinoyl chloride, 21.8 g of 5-methyl-6-(3,4-diaminophenyl)-4,5-dihydropyridazin-3-one ("IIa"; m.p. 195°-196°) and 400 ml of chlorobenzene is boiled for 2 hours. After having been cooled, the usual working up is carried out and, initially, an oily mixture of 5-methyl-6-(3-amino-4-isonicotinamidophenyl)- and 5-methyl-6-(3-isonicotinamido-4-aminophenyl)-4,5-dihydropyridazin-3-one is obtained, which is dissolved in 400 ml of acetic acid and boiled for 3 hours. After having... As a reaction SMILES: [C:1](Cl)(=O)[C:2]1[CH:7]=[CH:6][N:5]=[CH:4][CH:3]=1.[CH3:10][CH:11]1[C:16]([C:17]2[CH:22]=[CH:21][C:20]([NH2:23])=[C:19]([NH2:24])[CH:18]=2)=[N:15][NH:14][C:13](=[O:25])[CH2:12]1.ClC1C=CC=CC=1>C(O)(=O)C>[CH3:10][CH:11]1[C:16]([C:17]2[CH:22]=[CH:21][C:20]3[N:23]=[C:1]([C:2]4[CH:7]=[CH:6][N:5]=[CH:4][CH:3]=4)[NH:24][C:19]=3[CH:18]=2)=[N:15][NH:14][C:13](=[O:25])[CH2:12]1. Reactants: C(C1=CC=NC=C1)(=O)Cl (isonicotinoyl chloride), CC1CC(NN=C1C1=CC(=C(C=C1)N)N)=O (5-methyl-6-(3,4-diaminophenyl)-4,5-dihydropyridazin-3-one), ClC1=CC=CC=C1 (chlorobenzene), 5-methyl-6-(3-amino-4-isonicotinamidophenyl)- and 5-methyl-6-(3-isonicotinamido-4-aminophenyl)-4,5-dihydropyridazin-3-one. Yields the product CC1CC(NN=C1C1=CC2=C(N=C(N2)C2=CC=NC=C2)C=C1)=O (5-methyl-6-[2-(4-pyridyl)-5-benzimidazolyl]-4,5-dihydropyridazin-3-one), dihydrate.